Dataset: the Open Reaction Database (ORD), a public repository of structured organic reaction records. Task: describe an organic reaction: reactants, conditions, products, and yield Starting materials: Cc1ccc2c(c1)c1c(n2CCC(=O)N2CCC(NC(=O)OC(C)(C)C)CC2)CCN(C)C1, ClCCl, O=C(O)C(F)(F)F. Reaction SMILES: [CH3:1][N:2]1[CH2:3][c:4]2[c:5]([n:6]([CH2:14][CH2:15][C:16](=[O:17])[N:18]3[CH2:19][CH2:20][CH:21]([NH:24][C:25](=[O:26])[O:27][C:28]([CH3:29])([CH3:30])[CH3:31])[CH2:22][CH2:23]3)[c:7]3[cH:8][cH:9][c:10]([CH3:13])[cH:11][c:12]23)[CH2:32][CH2:33]1.[Cl:41][CH2:42][Cl:43].[OH:34][C:35]([C:36]([F:37])([F:38])[F:39])=[O:40]>>[CH3:1][N:2]1[CH2:3][c:4]2[c:5]([n:6]([CH2:14][CH2:15][C:16](=[O:17])[N:18]3[CH2:19][CH2:20][CH:21]([NH2:24])[CH2:22][CH2:23]3)[c:7]3[cH:8][cH:9][c:10]([CH3:13])[cH:11][c:12]23)[CH2:32][CH2:33]1. The product is Cc1ccc2c(c1)c1c(n2CCC(=O)N2CCC(N)CC2)CCN(C)C1. The reactants are CN(CCCl)CCCl, CS(C)=O, Cl, Cl, [H-], [Na+], N#CCc1ccncc1. The product is CN1CCC(C#N)(c2ccncc2)CC1. RXN SMILES: [CH3:13][N:14]([CH2:15][CH2:16][Cl:20])[CH2:18][CH2:19][Cl:17].[CH3:21][S:22]([CH3:23])=[O:24].[ClH:1].[ClH:25].[H-:11].[Na+:12].[n:2]1[cH:3][cH:4][c:5]([CH2:8][C:9]#[N:10])[cH:6][cH:7]1>>[n:2]1[cH:3][cH:4][c:5]([C:8]2([C:9]#[N:10])[CH2:16][CH2:15][N:14]([CH3:13])[CH2:18][CH2:19]2)[cH:6][cH:7]1. Reactants: Clc1ccccc1Cl, COc1cccc2sc(N)nc12, O=C(O)C(F)(F)F. Yields the product COc1cccc2sc(C(F)(F)F)nc12. As a reaction SMILES: [Cl:20][c:21]1[cH:22][cH:23][cH:24][cH:25][c:26]1[Cl:27].[NH2:1][c:2]1[s:3][c:4]2[c:5]([n:6]1)[c:7]([O:11][CH3:12])[cH:8][cH:9][cH:10]2.[OH:13][C:14](=[O:15])[C:16]([F:17])([F:18])[F:19]>>[c:2]1([C:16]([F:17])([F:18])[F:19])[s:3][c:4]2[c:5]([n:6]1)[c:7]([O:11][CH3:12])[cH:8][cH:9][cH:10]2. Reactants: ClC=1C=C(C=CC1Cl)[C@@H]1CN(C[C@H]1NC(C)C)C(=O)C1CCN(CC1)C(=O)C1(CC1)C (rac-[(3R,4S)-3-(3,4-Dichloro-phenyl)-4-isopropylamino-pyrrolidin-1-yl]-[1-(1-methyl-cyclopropanecarbonyl)-piperidin-4-yl]-methanone), ClC(=O)OC1=CC=C(C=C1)F (4-fluorophenyl chloroformate). Product: FC1=CC=C(C=C1)OC(N(C(C)C)[C@@H]1CN(C[C@H]1C1=CC(=C(C=C1)Cl)Cl)C(=O)C1CCN(CC1)C(=O)C1(CC1)C)=O (rac-{(3S,4R)-4-(3,4-dichloro-phenyl)-1-[1-(1-methyl-cyclopropanecarbonyl)-piperidine-4-carbonyl]-pyrrolidin-3-yl}-isopropyl-carbamic acid 4-fluoro-phenyl ester). RXN SMILES: [Cl:1][C:2]1[CH:3]=[C:4]([C@H:9]2[C@H:13]([NH:14][CH:15]([CH3:17])[CH3:16])[CH2:12][N:11]([C:18]([CH:20]3[CH2:25][CH2:24][N:23]([C:26]([C:28]4([CH3:31])[CH2:30][CH2:29]4)=[O:27])[CH2:22][CH2:21]3)=[O:19])[CH2:10]2)[CH:5]=[CH:6][C:7]=1[Cl:8].Cl[C:33]([O:35][C:36]1[CH:41]=[CH:40][C:39]([F:42])=[CH:38][CH:37]=1)=[O:34]>>[F:42][C:39]1[CH:40]=[CH:41][C:36]([O:35][C:33](=[O:34])[N:14]([C@H:13]2[C@H:9]([C:4]3[CH:5]=[CH:6][C:7]([Cl:8])=[C:2]([Cl:1])[CH:3]=3)[CH2:10][N:11]([C:18]([CH:20]3[CH2:25][CH2:24][N:23]([C:26]([C:28]4([CH3:31])[CH2:30][CH2:29]4)=[O:27])[CH2:22][CH2:21]3)=[O:19])[CH2:12]2)[CH:15]([CH3:16])[CH3:17])=[CH:37][CH:38]=1. Procedure: In analogy to the procedure described for the synthesis of example 1 (step h), the title compound rac-{(3S,4R)-4-(3,4-dichloro-phenyl)-1-[1-(1-methyl-cyclopropanecarbonyl)-piperidine-4-carbonyl]-pyrrolidin-3-yl}-isopropyl-carbamic acid 4-fluoro-phenyl ester was prepared from rac-[(3R,4S)-3-(3,4-Dichloro-phenyl)-4-isopropylamino-pyrrolidin-1-yl]-[1-(1-methyl-cyclopropanecarbonyl)-piperidin-4-yl]-methanone instead of rac-{4-[(3S,4R)-3-(3,4-dichloro-phenyl)-4-methylamino-pyrrolidine-1-carbonyl]-pip... The reactants are O (water), N1C(NC(C=C1)=O)=O (1H-Pyrimidine-2,4-dione), FC1=CC=C(C=C1)[N+](=O)[O-] (1-Fluoro-4-nitro-benzene), C(=O)([O-])[O-].[Cs+].[Cs+] (Cs2CO3). Run in CN(C)C=O (DMF). Conditions: temperature 80 celsius. Product: [N+](=O)([O-])C1=CC=C(C=C1)N1C(NC(C=C1)=O)=O (1-(4-Nitro-phenyl)-1H-pyrimidine-2,4-dione). RXN SMILES: [NH:1]1[CH:6]=[CH:5][C:4](=[O:7])[NH:3][C:2]1=[O:8].F[C:10]1[CH:15]=[CH:14][C:13]([N+:16]([O-:18])=[O:17])=[CH:12][CH:11]=1.C([O-])([O-])=O.[Cs+].[Cs+].O>CN(C=O)C>[N+:16]([C:13]1[CH:14]=[CH:15][C:10]([N:1]2[CH:6]=[CH:5][C:4](=[O:7])[NH:3][C:2]2=[O:8])=[CH:11][CH:12]=1)([O-:18])=[O:17] |f:2.3.4|. Procedure details: A mixture of 3.5 g 1H-Pyrimidine-2,4-dione and 3 g 1-Fluoro-4-nitro-benzene and 13.8 g Cs2CO3 in 60 mL DMF was heated to 80° C. for 12 h. This solution was poured on to 200 mL of water and the resulting precipitate was collected by filtration to yield a bright yellow crystalline product, which was dried under reduced pressure. Yield: 2.6 g.